From a dataset of the Open Reaction Database (ORD), a public repository of structured organic reaction records. describe an organic reaction: reactants, conditions, products, and yield Starting materials: BrC=1C=C(C=CC1F)C1=NNC(CN1)=O (3-(3-bromo-4-fluorophenyl)-4,5-dihydro-1,2,4-triazin-6(1H)-one), [Al] (aluminum), [H-].[Na+] (NaH), ClC1=NC=C(C=C1)CCl (2-chloro-5-chloromethypyridine). Solvent: CN(C)C=O (DMF). Run at temperature 25 celsius, time 48 hour. Yields the product BrC=1C=C(C=CC1F)C1=NN(C(CN1)=O)CC=1C=NC(=CC1)Cl (3-(3-bromo-4-fluorophenyl)-1-(6-chloropyridin-3-ylmethyl)-4,5-dihydro-1,2,4-triazin-6(1H)-one). RXN SMILES: [Br:1][C:2]1[CH:3]=[C:4]([C:9]2[NH:14][CH2:13][C:12](=[O:15])[NH:11][N:10]=2)[CH:5]=[CH:6][C:7]=1[F:8].[H-].[Na+].[Cl:18][C:19]1[CH:24]=[CH:23][C:22]([CH2:25]Cl)=[CH:21][N:20]=1.[Al]>CN(C=O)C>[Br:1][C:2]1[CH:3]=[C:4]([C:9]2[NH:14][CH2:13][C:12](=[O:15])[N:11]([CH2:25][C:22]3[CH:21]=[N:20][C:19]([Cl:18])=[CH:24][CH:23]=3)[N:10]=2)[CH:5]=[CH:6][C:7]=1[F:8] |f:1.2|. Procedure: DMF was stirred for 10 min while being degassed with dry N2. 3-(3-bromo-4-fluorophenyl)-4,5-dihydro-1,2,4-triazin-6(1H)-one (200 mg 0.74 mmol) was then added and the mixture was degassed an additional 5 min. NaH (21 mg. 0.88 mmol) was added and the solution turned yellow; the solution was purged continuously with N2, then 2-chloro-5-chloromethypyridine (143 mg. 0.88 mmol) was added. The flask was covered with aluminum foil and stirred at approximately 25° C. for approximately 48 hours. TLC indic... Reactants: [H][H] (hydrogen), C1(=CC=CC2=CC=CC=C12)[C@@H](C)NC\C=C\C1=CC(=CC=C1)C(F)(F)F ((R,E)-N-(1-(naphthalen-1-yl)ethyl)-3-(3-(trifluoromethyl)phenyl)prop-2-en-1-amine). Reagents/catalysts: Cl[Pd]Cl (PdCl2). Solvent: CO (methanol). Conditions: time 10 hour. Product: C[C@H](C=1C=CC=C2C1C=CC=C2)NCCCC=3C=CC=C(C3)C(F)(F)F (Cinacalcet). The yield is 66.3%. Reaction SMILES: [C:1]1([C@H:11]([NH:13][CH2:14]/[CH:15]=[CH:16]/[C:17]2[CH:22]=[CH:21][CH:20]=[C:19]([C:23]([F:26])([F:25])[F:24])[CH:18]=2)[CH3:12])[C:10]2[C:5](=[CH:6][CH:7]=[CH:8][CH:9]=2)[CH:4]=[CH:3][CH:2]=1.[H][H]>CO.Cl[Pd]Cl>[CH3:12][C@@H:11]([NH:13][CH2:14][CH2:15][CH2:16][C:17]1[CH:22]=[CH:21][CH:20]=[C:19]([C:23]([F:24])([F:25])[F:26])[CH:18]=1)[C:1]1[CH:2]=[CH:3][CH:4]=[C:5]2[CH:6]=[CH:7][CH:8]=[CH:9][C:10]=12. Procedure details: A mixture of compound (VI) (3.0 g), PdCl2 (0.01 g), in methanol (10 mL) was pressurized with 1 bar hydrogen and stirred for 10 hrs at +25° C. The mixture was then filtered through a Celite® pad and concentrated to give Cinacalcet free base, compound (I) (2.0 g).